The task is: describe an organic reaction: reactants, conditions, products, and yield. This data is from the Open Reaction Database (ORD), a public repository of structured organic reaction records. Reactants: Cc1cc(Br)cc(C)n1, CC(c1ccc(B2OC(C)(C)C(C)(C)O2)cc1)N1CCC(CC(C)(C)O)(c2ccc(F)cc2)OC1=O. Product: Cc1cc(-c2ccc(C(C)N3CCC(CC(C)(C)O)(c4ccc(F)cc4)OC3=O)cc2)cc(C)n1. As a reaction SMILES: [Br:37][c:38]1[cH:39][c:40]([CH3:45])[n:41][c:42]([CH3:44])[cH:43]1.[F:1][c:2]1[cH:3][cH:4][c:5]([C:8]2([CH2:32][C:33]([CH3:34])([CH3:35])[OH:36])[CH2:9][CH2:10][N:11]([CH:15]([CH3:16])[c:17]3[cH:18][cH:19][c:20]([B:23]4[O:24][C:25]([CH3:26])([CH3:27])[C:28]([CH3:29])([CH3:30])[O:31]4)[cH:21][cH:22]3)[C:12](=[O:14])[O:13]2)[cH:6][cH:7]1>>[F:1][c:2]1[cH:3][cH:4][c:5]([C:8]2([CH2:32][C:33]([CH3:34])([CH3:35])[OH:36])[CH2:9][CH2:10][N:11]([CH:15]([CH3:16])[c:17]3[cH:18][cH:19][c:20](-[c:38]4[cH:39][c:40]([CH3:45])[n:41][c:42]([CH3:44])[cH:43]4)[cH:21][cH:22]3)[C:12](=[O:14])[O:13]2)[cH:6][cH:7]1. Reactants: CC(=O)O, CO, CC(=O)OCc1ccc2c3c1ccn3C(=O)CNC2. Product: Cc1ccc2c3c1ccn3C(=O)CNC2. As a reaction SMILES: [C:20]([OH:21])(=[O:22])[CH3:23].[CH3:24][OH:25].[O:1]=[C:2]1[CH2:3][NH:4][CH2:5][c:6]2[cH:7][cH:8][c:9]([CH2:15][O:16][C:17](=[O:18])[CH3:19])[c:10]3[cH:11][cH:12][n:13]1[c:14]23>>[O:1]=[C:2]1[CH2:3][NH:4][CH2:5][c:6]2[cH:7][cH:8][c:9]([CH3:15])[c:10]3[cH:11][cH:12][n:13]1[c:14]23. Reactants: methyl 8-(4-trans (2-tert-butoxycarbonylaminocyclopropyl)phenylamino)-8-oxooctanoate, [Li+].[OH-] (LiOH), O1CCCC1.O (tetrahydrofuran water). The product is 8-4-trans(2-tert-butoxycarbonylaminocyclopropyl)phenylamino, O=CCCCCCCC(=O)O (8-oxooctanoic acid). Reaction SMILES: [Li+].[OH-:2].[O:3]1[CH2:7][CH2:6][CH2:5][CH2:4]1.[OH2:8]>>[O:3]=[CH:7][CH2:6][CH2:5][CH2:4][CH2:4][CH2:5][CH2:6][C:7]([OH:8])=[O:2] |f:0.1,2.3|. Reported procedure: A solution of the above methyl 8-(4-trans (2-tert-butoxycarbonylaminocyclopropyl)phenylamino)-8-oxooctanoate (0.53 mmol, 220 mg) and LiOH (1.05 mmol, 44 mg) in tetrahydrofuran/water (5 mL/5 mL) was stirred overnight at room temperature. The reaction was quenched by addition of 2 N HCl until pH=4, then the precipitate was filtered, washed with water (3×30 mL) and dried to obtain the pure 8-4-trans(2-tert-butoxycarbonylaminocyclopropyl)phenylamino)-8-oxooctanoic acid as a white solid. As a reaction SMILES: [CH3:1][C:2]1[CH:3]=[C:4]([CH:8]=[CH:9][C:10]=1[C:11]([N:13]1[CH2:17][CH:16]=[CH:15][CH2:14]1)=[O:12])[C:5]([OH:7])=O.CN(C(ON1N=NC2C=CC=CC1=2)=[N+](C)C)C.[B-](F)(F)(F)F.C(N(C(C)C)CC)(C)C.[Cl:49][C:50]1[CH:63]=[CH:62][C:53]2[NH:54][C:55]([C@@H:57]([NH2:61])[CH:58]([CH3:60])[CH3:59])=[N:56][C:52]=2[CH:51]=1.ClCl>O1CCCC1.ClCCl.CO>[Cl:49][C:50]1[CH:63]=[CH:62][C:53]2[NH:54][C:55]([C@@H:57]([NH:61][C:5](=[O:7])[C:4]3[CH:8]=[CH:9][C:10]([C:11]([N:13]4[CH2:17][CH:16]=[CH:15][CH2:14]4)=[O:12])=[C:2]([CH3:1])[CH:3]=3)[CH:58]([CH3:60])[CH3:59])=[N:56][C:52]=2[CH:51]=1 |f:1.2,7.8|. Procedure details: Prepared analogously to Example 1g from 3-methyl-4-(2,5-dihydropyrrol-1-ylcarbonyl)benzoic acid, TBTU, diisopropylethylamine, and (1S)-1-(5-chloro-1H-benzimidazol-2-yl)-2-methylpropylamine in tetrahydrofuran. Yield: 60%; Rf value: 0.50 (silica gel; dichloromethane/methanol=9:1); C24H25ClN4O2 (436.94); mass spectrum: (M+H)+=437/439 (chlorine isotope). The product is ClC1=CC2=C(NC(=N2)[C@H](C(C)C)NC(C2=CC(=C(C=C2)C(=O)N2CC=CC2)C)=O)C=C1 (N-[(1S)-1-(5-chloro-1H-benzimidazol-2-yl)-2-methylpropyl]-4-(2,5-dihydropyrrol-1-ylcarbonyl)-3-methylbenzamide). Yield: 60.0%. Starting materials: ClCl (chlorine), C24H25ClN4O2, CC=1C=C(C(=O)O)C=CC1C(=O)N1CC=CC1 (3-methyl-4-(2,5-dihydropyrrol-1-ylcarbonyl)benzoic acid), CN(C)C(=[N+](C)C)ON1C2=C(C=CC=C2)N=N1.[B-](F)(F)(F)F (TBTU), C(C)(C)N(CC)C(C)C (diisopropylethylamine), ClC1=CC2=C(NC(=N2)[C@H](C(C)C)N)C=C1 ((1S)-1-(5-chloro-1H-benzimidazol-2-yl)-2-methylpropylamine). The solvent is ClCCl.CO (dichloromethane methanol), O1CCCC1 (tetrahydrofuran). Starting materials: BrC1=C(C(=CC=C1)C)C (3-bromo-o-xylene), P(=O)(OCC)(OCC)OCC (triethyl phosphate). Reagents/catalysts: [Ni](Cl)Cl (nickel chloride). Run in O (water). Yields the product C(C)OP(=O)(OCC)C1=C(C(=CC=C1)C)C (3-diethoxyphosphoryl-o-xylene). The yield is 61.2%. As a reaction SMILES: Br[C:2]1[CH:7]=[CH:6][CH:5]=[C:4]([CH3:8])[C:3]=1[CH3:9].[P:10](OCC)([O:15][CH2:16][CH3:17])([O:12][CH2:13][CH3:14])=[O:11]>[Ni](Cl)Cl.O>[CH2:13]([O:12][P:10]([C:2]1[CH:7]=[CH:6][CH:5]=[C:4]([CH3:8])[C:3]=1[CH3:9])([O:15][CH2:16][CH3:17])=[O:11])[CH3:14]. Procedure details: A mixture solution of 25.0 g (0.135 mol) of 3-bromo-o-xylene and 2.0 g (0.015 mol) of anhydrous nickel chloride was heated to 150° to 160° C., to which 26.9 g (0.162 mol) of triethyl phosphate was added for 1 to 2 hours. After the completion of the addition, it was mixed at that temperature and then cooled. To the cooled solution, 30 ml of water was added and mixed for another 30 minutes. It was then extracted three time with 100 ml of diethyl ether. The extracted solution was rinsed three times... The reactants are C(C)(C)OC(C)C (Diisopropyl ether), C1(CCCCC1)NC1CCCCC1 (dicyclohexylamine), C(=O)(O)CC1(OC2=C(C(=C(C(=C2CC1)C)S(=O)(=O)NC(C1=CC=CC=C1)=N)C)C)C (N-(2-carboxymethyl-2,5,7,8-tetramethylchroman-6-sulfonyl)benzamidine). Run in CCOC(=O)C (AcOEt), CCOC(=O)C (AcOEt). Product: C1(CCCCC1)NC1CCCCC1.C(=O)(O)CC1(OC2=C(C(=C(C(=C2CC1)C)S(=O)(=O)NC(C1=CC=CC=C1)=N)C)C)C (N-(2-carboxymethyl-2,5,7,8-tetramethylchroman-6-sulfonyl)benzamidine dicyclohexylamine salt). The yield is 88.1%. As a reaction SMILES: [CH:1]1([NH:7][CH:8]2[CH2:13][CH2:12][CH2:11][CH2:10][CH2:9]2)[CH2:6][CH2:5][CH2:4][CH2:3][CH2:2]1.[C:14]([CH2:17][C:18]1([CH3:43])[CH2:27][CH2:26][C:25]2[C:20](=[C:21]([CH3:42])[C:22]([CH3:41])=[C:23]([S:29]([NH:32][C:33](=[NH:40])[C:34]3[CH:39]=[CH:38][CH:37]=[CH:36][CH:35]=3)(=[O:31])=[O:30])[C:24]=2[CH3:28])[O:19]1)([OH:16])=[O:15].C(OC(C)C)(C)C>CCOC(C)=O>[CH:8]1([NH:7][CH:1]2[CH2:2][CH2:3][CH2:4][CH2:5][CH2:6]2)[CH2:9][CH2:10][CH2:11][CH2:12][CH2:13]1.[C:14]([CH2:17][C:18]1([CH3:43])[CH2:27][CH2:26][C:25]2[C:20](=[C:21]([CH3:42])[C:22]([CH3:41])=[C:23]([S:29]([NH:32][C:33](=[NH:40])[C:34]3[CH:35]=[CH:36][CH:37]=[CH:38][CH:39]=3)(=[O:30])=[O:31])[C:24]=2[CH3:28])[O:19]1)([OH:16])=[O:15] |f:4.5|. Reported procedure: A solution of dicyclohexylamine (0.54 g) in AcOEt (1 ml) was added to a solution of N-(2-carboxymethyl-2,5,7,8-tetramethylchroman-6-sulfonyl)benzamidine (1.27 g) in AcOEt (11 ml) at room temperature. Diisopropyl ether (10 ml) was added and the mixture was stirred at room temperature to give N-(2-carboxymethyl-2,5,7,8-tetramethylchroman-6-sulfonyl)benzamidine dicyclohexylamine salt as a solid (1.59 g). Reactants: CN(C(=O)C1=CC2=C(N=C(N=C2)Cl)N1C1CCCC1)C (2-chloro-7-cyclopentyl-7H-pyrrolo[2,3-d]pyrimidine-6-carboxylic acid dimethylamide), NC1=CC=C(C=N1)N1CCC(CC1)CCO (2-(6′-amino-3,4,5,6-tetrahydro-2H-[1,3′]bipyridinyl-4-yl)-ethanol). Product: CN(C(=O)C1=CC2=C(N=C(N=C2)NC2=CC=C(C=N2)N2CCC(CC2)CCO)N1C1CCCC1)C (7-cyclopentyl-2-[4-(2-hydroxy-ethyl)-3,4,5,6-tetrahydro-2H-[1,3′]bipyridinyl-6′-ylamino]-7H-pyrrolo[2,3-d]pyrimidine-6-carboxylic acid dimethylamide). Isolated yield 49.3%. Reaction SMILES: [CH3:1][N:2]([CH3:20])[C:3]([C:5]1[N:14]([CH:15]2[CH2:19][CH2:18][CH2:17][CH2:16]2)[C:8]2[N:9]=[C:10](Cl)[N:11]=[CH:12][C:7]=2[CH:6]=1)=[O:4].[NH2:21][C:22]1[N:27]=[CH:26][C:25]([N:28]2[CH2:33][CH2:32][CH:31]([CH2:34][CH2:35][OH:36])[CH2:30][CH2:29]2)=[CH:24][CH:23]=1>>[CH3:1][N:2]([CH3:20])[C:3]([C:5]1[N:14]([CH:15]2[CH2:19][CH2:18][CH2:17][CH2:16]2)[C:8]2[N:9]=[C:10]([NH:21][C:22]3[N:27]=[CH:26][C:25]([N:28]4[CH2:29][CH2:30][CH:31]([CH2:34][CH2:35][OH:36])[CH2:32][CH2:33]4)=[CH:24][CH:23]=3)[N:11]=[CH:12][C:7]=2[CH:6]=1)=[O:4]. Reported procedure: Following Buchwald Method B, 2-chloro-7-cyclopentyl-7H-pyrrolo[2,3-d]pyrimidine-6-carboxylic acid dimethylamide (100 mg, 0.34 mmol) and 2-(6′-amino-3,4,5,6-tetrahydro-2H-[1,3′]bipyridinyl-4-yl)-ethanol (90 mg, 0.38 mmol) to give 7-cyclopentyl-2-[4-(2-hydroxy-ethyl)-3,4,5,6-tetrahydro-2H-[1,3′]bipyridinyl-6′-ylamino]-7H-pyrrolo[2,3-d]pyrimidine-6-carboxylic acid dimethylamide (80 mg, 93%). MS (ESI) m/z 478.3 (M+H)+